This data is from the Open Reaction Database (ORD), a public repository of structured organic reaction records. The task is: describe an organic reaction: reactants, conditions, products, and yield The reactants are [C@H]12[C@H](C[C@H](CC1)C2)NC=2SC(C(N2)=O)(CC(=C)C)CCO (2-((1S,2S,4R)-bicyclo[2.2.1]heptan-2-ylamino)-5-(2-hydroxyethyl)-5-(2-methylallyl)thiazol-4(5H)-one), OS(=O)(=O)O (H2SO4). Run in C(Cl)Cl (CH2Cl2). Run at time 16 hour. Yields the product [C@H]12[C@H](C[C@H](CC1)C2)NC=2SC1(C(N2)=O)CC(OCC1)(C)C (2-((1S,2S,4R)-Bicyclo[2.2.1]hept-2-ylamino)-7,7-dimethyl-8-oxa-1-thia-3-azaspiro[4.5]dec-2-en-4-one). Reaction SMILES: [C@@H:1]12[CH2:7][C@@H:4]([CH2:5][CH2:6]1)[CH2:3][C@@H:2]2[NH:8][C:9]1[S:10][C:11]([CH2:19][CH2:20][OH:21])([CH2:15][C:16]([CH3:18])=[CH2:17])[C:12](=[O:14])[N:13]=1.OS(O)(=O)=O>C(Cl)Cl>[C@@H:1]12[CH2:7][C@@H:4]([CH2:5][CH2:6]1)[CH2:3][C@@H:2]2[NH:8][C:9]1[S:10][C:11]2([CH2:19][CH2:20][O:21][C:16]([CH3:18])([CH3:17])[CH2:15]2)[C:12](=[O:14])[N:13]=1. Procedure details: To a solution of 2-((1S,2S,4R)-bicyclo[2.2.1]heptan-2-ylamino)-5-(2-hydroxyethyl)-5-(2-methylallyl)thiazol-4(5H)-one (120 mg) in CH2Cl2 (3 mL) was added concentrated H2SO4 (200 uL). The resulting mixture was stirred for 16 h, then concentrated in vacuo. The residue was treated with sat'd NaH2PO4 and extracted with CH2Cl2. The organic layer was washed with sat'd NH4Cl, dried over MgSO4, filtered and concentrated in vacuo. The crude residue was purified by flash chromatography (4:1; Hexane:EtOAc) ... Reactants: C(C)N(C=O)C=1OC2=C(N1)C=CC(=C2)C (2-(N-ethylformamido)-6-methylbenzoxazole), BrN1C(CCC1=O)=O (N-bromosuccinimide), C(C)(=O)OCC (ethyl acetate). The solvent is C1=CC=CC=C1 (benzene). The product is BrCC1=CC2=C(N=C(O2)N(C=O)CC)C=C1 (6-bromomethyl-2-(N-ethylformamido)benzoxazole). Isolated yield 58.9%. RXN SMILES: [CH2:1]([N:3]([C:6]1[O:7][C:8]2[CH:14]=[C:13]([CH3:15])[CH:12]=[CH:11][C:9]=2[N:10]=1)[CH:4]=[O:5])[CH3:2].[Br:16]N1C(=O)CCC1=O.C(OCC)(=O)C>C1C=CC=CC=1>[Br:16][CH2:15][C:13]1[CH:12]=[CH:11][C:9]2[N:10]=[C:6]([N:3]([CH2:1][CH3:2])[CH:4]=[O:5])[O:7][C:8]=2[CH:14]=1. Procedure details: The mixture of 2-(N-ethylformamido)-6-methylbenzoxazole (7.6 g), N-bromosuccinimide (6.6 g) and benzoyl perioxide (0.2 g) in benzene (150 ml) was refluxed for 70 minutes and the mixture was cooled to ambient temperature. To the reaction mixture was added ethyl acetate, and the mixture was washed with water and dried over magnesium sulfate. The solvent was evaporated and the residue was triturated in a mixture of diisopropyl ether and n-hexane to give 6-bromomethyl-2-(N-ethylformamido)benzoxazole... The reactants are NC(CC(C(=O)OCC)C)C1=C(C=CC=C1OC)OC (ethyl 4-amino-4-(2,6-dimethoxyphenyl)-2-methylbutanoate), FC(COC=1C=C(C=O)C=CC1)(F)F (3-(2,2,2-trifluoroethoxy)benzaldehyde). The product is COC1=C(C(=CC=C1)OC)C1CC(C(N1CC1=CC(=CC=C1)OCC(F)(F)F)=O)C (5-(2,6-dimethoxyphenyl)-3-methyl-1-(3-(2,2,2-trifluoroethoxy)benzyl)pyrrolidin-2-one). RXN SMILES: [NH2:1][CH:2]([C:11]1[C:16]([O:17][CH3:18])=[CH:15][CH:14]=[CH:13][C:12]=1[O:19][CH3:20])[CH2:3][CH:4]([CH3:10])[C:5]([O:7]CC)=O.[F:21][C:22]([F:34])([F:33])[CH2:23][O:24][C:25]1[CH:26]=[C:27]([CH:30]=[CH:31][CH:32]=1)[CH:28]=O>>[CH3:18][O:17][C:16]1[CH:15]=[CH:14][CH:13]=[C:12]([O:19][CH3:20])[C:11]=1[CH:2]1[N:1]([CH2:28][C:27]2[CH:30]=[CH:31][CH:32]=[C:25]([O:24][CH2:23][C:22]([F:21])([F:33])[F:34])[CH:26]=2)[C:5](=[O:7])[CH:4]([CH3:10])[CH2:3]1. Procedure details: Prepared according to the described general procedure 2 (GP2) by reaction of ethyl 4-amino-4-(2,6-dimethoxyphenyl)-2-methylbutanoate with 3-(2,2,2-trifluoroethoxy)benzaldehyde. Subsequent purification by preparative HPLC afforded the target compound. LC-MS (conditions A): tR=0.90 min.; [M+H]+: 424.43 g/mol. Reactants: 2a-i, O.O.Cl[Sn]Cl (SnCl2.2H2O), FC1=CC(=C(C=C1)OC)N (4-fluoro-2-aminoanisole), N(=O)[O-].[Na+] (NaNO2). The product is FC=1C=CC(=C(C1)NN)OC ((5-fluoro-2-methoxyphenyl)hydrazine). The yield is 31.4%. Reaction SMILES: [F:1][C:2]1[CH:7]=[CH:6][C:5]([O:8][CH3:9])=[C:4]([NH2:10])[CH:3]=1.[N:11]([O-])=O.[Na+].O.O.Cl[Sn]Cl>>[F:1][C:2]1[CH:7]=[CH:6][C:5]([O:8][CH3:9])=[C:4]([NH:10][NH2:11])[CH:3]=1 |f:1.2,3.4.5|. Reported procedure: The title compound was prepared by the general procedure described above for Preparations 2a-i using 4-fluoro-2-aminoanisole (14.11 g), NaNO2 (7.59 g) and SnCl2.2H2O (49.64 g). Workup gave 4.9 g (31%) of (5-fluoro-2-methoxyphenyl)hydrazine. MS (M−H)+: 157.00; 1H NMR (300 MHz, CDCl3) δ6.71 (1H, dd, J=10.5, 3.0 Hz), 6.32 (1H, dd, J=7.5, 4.9 Hz), 6.38 (1H, dt, J=8.4, 3.0 Hz), 3.78 (3H, s). Reactants: C(=O)[O-].[NH4+] (ammonium formate), C(C1=CC=CC=C1)N1CCC(CC1)NC1=C(C(=O)NC2=CC=C3CCC(N(C3=C2)C)=O)C=CC(=C1)C(F)(F)F (2-[(1-benzylpiperidin-4-yl)amino]-N-(1-methyl-2-oxo-1,2,3,4-tetrahydroquinolin-7-yl)-4-(trifluoromethyl)benzamide). The reagents and catalysts are [C].[Pd] (Palladium-carbon). Run in CO (methanol). Yields the product CN1C(CCC2=CC=C(C=C12)NC(C1=C(C=C(C=C1)C(F)(F)F)NC1CCNCC1)=O)=O (N-(1-methyl-2-oxo-1,2,3,4-tetrahydroquinolin-7-yl)-2-(piperidin-4-ylamino)-4-(trifluoromethyl)benzamide). Reaction SMILES: C([O-])=O.[NH4+].C([N:12]1[CH2:17][CH2:16][CH:15]([NH:18][C:19]2[CH:39]=[C:38]([C:40]([F:43])([F:42])[F:41])[CH:37]=[CH:36][C:20]=2[C:21]([NH:23][C:24]2[CH:33]=[C:32]3[C:27]([CH2:28][CH2:29][C:30](=[O:35])[N:31]3[CH3:34])=[CH:26][CH:25]=2)=[O:22])[CH2:14][CH2:13]1)C1C=CC=CC=1>[C].[Pd].CO>[CH3:34][N:31]1[C:32]2[C:27](=[CH:26][CH:25]=[C:24]([NH:23][C:21](=[O:22])[C:20]3[CH:36]=[CH:37][C:38]([C:40]([F:42])([F:43])[F:41])=[CH:39][C:19]=3[NH:18][CH:15]3[CH2:16][CH2:17][NH:12][CH2:13][CH2:14]3)[CH:33]=2)[CH2:28][CH2:29][C:30]1=[O:35] |f:0.1,3.4|. Procedure details: Palladium-carbon and ammonium formate were added to a methanol solution of 2-[(1-benzylpiperidin-4-yl)amino]-N-(1-methyl-2-oxo-1,2,3,4-tetrahydroquinolin-7-yl)-4-(trifluoromethyl)benzamide, followed by heating under reflux for 2 hours. After spontaneous cooling, Celite filtration was carried out and then the filtrate was concentrated under a reduced pressure. By purifying the residue by silica gel column chromatography, N-(1-methyl-2-oxo-1,2,3,4-tetrahydroquinolin-7-yl)-2-(piperidin-4-ylamino)-4... The reactants are [Si](C)(C)(C(C)(C)C)OC\C=C/[Si](C)(C)C(C)(C)C ((Z)-O-(t-butyldimethylsilyl)-3-(t-butyldimethylsilyl)-2-propen-1-ol), diisocyanate tetrabutylstannoxane. Solvent: CO (methanol). Yields the product [Si](C)(C)(C(C)(C)C)\C=C/CO ((Z)-3-(t-butyldimethylsilyl)-2-propen-1-ol). As a reaction SMILES: [Si]([O:8][CH2:9]/[CH:10]=[CH:11]\[Si:12]([C:15]([CH3:18])([CH3:17])[CH3:16])([CH3:14])[CH3:13])(C(C)(C)C)(C)C>CO>[Si:12](/[CH:11]=[CH:10]\[CH2:9][OH:8])([C:15]([CH3:17])([CH3:18])[CH3:16])([CH3:14])[CH3:13]. Reported procedure: A mixture of 1.2 g, 4.2 mmol) of (Z)-O-(t-butyldimethylsilyl)-3-(t-butyldimethylsilyl)-2-propen-1-ol and 0.04 g of diisocyanate tetrabutylstannoxane [Otera, Nozaki, Tetrahedron Lett., 27, 5743 (1986)] in 140 ml of methanol is refluxed for 9 hours. Most of solvent is removed under reduced pressure and the residue is dissolved in a ether-water mixture. Etheral phase is washed with water and brine ,dried with sodium sulfate, filtered and concentrated under reduced pressure to afford 0.7 g (quantita... Reactants: amides, CCN=C=NCCCN(C)C.Cl (EDC.HCl), FC(C1=CC=C(CN2C(C3CC3C2)C(=O)O)C=C1)(F)F (3-(4-(trifluoromethyl)benzyl)-3-azabicyclo[3.1.0]hexane-2-carboxylic acid), Cl.N[C@@H](C)C1=CC=C(C(=O)OC)C=C1 ((S)-methyl 4-(1-aminoethyl)benzoate hydrochloride). The product is FC(C1=CC=C(CN2C(C3CC3C2)C(=O)N[C@@H](C)C2=CC=C(C(=O)OC)C=C2)C=C1)(F)F (methyl 4-((1S)-1-(3-(4-(trifluoromethyl)benzyl)-3-azabicyclo[3.1.0]hexane-2-carboxamido)ethyl)benzoate). Yield: 98.7%. Reaction SMILES: [F:1][C:2]([F:20])([F:19])[C:3]1[CH:18]=[CH:17][C:6]([CH2:7][N:8]2[CH2:13][CH:12]3[CH:10]([CH2:11]3)[CH:9]2[C:14](O)=[O:15])=[CH:5][CH:4]=1.Cl.[NH2:22][C@H:23]([C:25]1[CH:34]=[CH:33][C:28]([C:29]([O:31][CH3:32])=[O:30])=[CH:27][CH:26]=1)[CH3:24].CCN=C=NCCCN(C)C.Cl>>[F:19][C:2]([F:1])([F:20])[C:3]1[CH:18]=[CH:17][C:6]([CH2:7][N:8]2[CH2:13][CH:12]3[CH:10]([CH2:11]3)[CH:9]2[C:14]([NH:22][C@H:23]([C:25]2[CH:34]=[CH:33][C:28]([C:29]([O:31][CH3:32])=[O:30])=[CH:27][CH:26]=2)[CH3:24])=[O:15])=[CH:5][CH:4]=1 |f:1.2,3.4|. Procedure: The title compound (D153) (85 mg) was prepared according to the general procedure for amides preparation (Method A) starting from 3-(4-(trifluoromethyl)benzyl)-3-azabicyclo[3.1.0]hexane-2-carboxylic acid (D110) (55 mg) and (S)-methyl 4-(1-aminoethyl)benzoate hydrochloride (43.3 mg). (EDC.HCl: 1.05 eq; reaction time: 18 hrs; RT) The reactants are OOS(=O)[O-].[K+] (Oxone), C(Cl)Cl (CH2Cl2), C(CCCCCCC\C=C\CCCCCCCC#N)#N ((E)-octadec-9-enedinitrile), C(=O)(O)[O-].[Na+] (NaHCO3). The solvent is O (water), O (water), CC(=O)C (acetone). The product is O1C(C1CCCCCCCC#N)CCCCCCCC#N (8,8′-(oxirane-2,3-diyl)dioctanenitrile). Isolated yield 94.5%. Reaction SMILES: [C:1](#[N:20])[CH2:2][CH2:3][CH2:4][CH2:5][CH2:6][CH2:7][CH2:8]/[CH:9]=[CH:10]/[CH2:11][CH2:12][CH2:13][CH2:14][CH2:15][CH2:16][CH2:17][C:18]#[N:19].C([O-])(O)=[O:22].[Na+].OOS([O-])=O.[K+].C(Cl)Cl>CC(C)=O.O>[O:22]1[CH:9]([CH2:8][CH2:7][CH2:6][CH2:5][CH2:4][CH2:3][CH2:2][C:1]#[N:20])[CH:10]1[CH2:11][CH2:12][CH2:13][CH2:14][CH2:15][CH2:16][CH2:17][C:18]#[N:19] |f:1.2,3.4|. Reported procedure: A mixture of 0.1000 g (E)-octadec-9-enedinitrile and 0.2334 g NaHCO3 in 4.0 mL acetone was cooled in an ice water bath. While stirring, a solution of 0.5365 g Oxone® in 4.0 mL water was added in portions during 30 min. The mixture was allowed to warm to room temperature over 18 h, then 200 mL CH2Cl2 and 10 mL water were added to the reaction mixture to afford a clear 2-phase system. The organic phase was dried over Na2SO4 and evaporated to afford 0.10 g of product as a colorless oil. Starting materials: FC(C=1C=C(C(=O)N2[C@@H](CN(CC2)CC#CCCl)CC2=CC(=C(C=C2)C)C)C=C(C1)C(F)(F)F)(F)F ((2R)-1-[3,5-bis(trifluoromethyl)benzoyl]-2-(3,4-dimethylbenzyl)-4-[4-chloro-2-butynyl]piperazine), Cl.C(C)OC(=O)[C@H]1NCCOC1 ((3S)-3-ethoxycarbonylmorpholine hydrochloride), C([O-])([O-])=O.[K+].[K+] (potassium carbonate), [I-].[K+] (potassium iodide). Run in CN(C=O)C (N,N-dimethylformamide). Product: FC(C=1C=C(C(=O)N2[C@@H](CN(CC2)CC#CCN2[C@@H](COCC2)C(=O)OCC)CC2=CC(=C(C=C2)C)C)C=C(C1)C(F)(F)F)(F)F ((2R)-1-[3,5-bis(trifluoromethyl)benzoyl]-2-(3,4-dimethylbenzyl)-4-[4-((3S)-3-ethoxycarbonylmorpholino)-2-butynyl]piperazine). The yield is 20.2%. RXN SMILES: [F:1][C:2]([F:36])([F:35])[C:3]1[CH:4]=[C:5]([CH:28]=[C:29]([C:31]([F:34])([F:33])[F:32])[CH:30]=1)[C:6]([N:8]1[CH2:13][CH2:12][N:11]([CH2:14][C:15]#[C:16][CH2:17]Cl)[CH2:10][C@H:9]1[CH2:19][C:20]1[CH:25]=[CH:24][C:23]([CH3:26])=[C:22]([CH3:27])[CH:21]=1)=[O:7].Cl.[CH2:38]([O:40][C:41]([C@@H:43]1[CH2:48][O:47][CH2:46][CH2:45][NH:44]1)=[O:42])[CH3:39].C(=O)([O-])[O-].[K+].[K+].[I-].[K+]>CN(C)C=O>[F:1][C:2]([F:36])([F:35])[C:3]1[CH:4]=[C:5]([CH:28]=[C:29]([C:31]([F:34])([F:33])[F:32])[CH:30]=1)[C:6]([N:8]1[CH2:13][CH2:12][N:11]([CH2:14][C:15]#[C:16][CH2:17][N:44]2[CH2:45][CH2:46][O:47][CH2:48][C@H:43]2[C:41]([O:40][CH2:38][CH3:39])=[O:42])[CH2:10][C@H:9]1[CH2:19][C:20]1[CH:25]=[CH:24][C:23]([CH3:26])=[C:22]([CH3:27])[CH:21]=1)=[O:7] |f:1.2,3.4.5,6.7|. Procedure details: A mixture of (2R)-1-[3,5-bis(trifluoromethyl)benzoyl]-2-(3,4-dimethylbenzyl)-4-[4-chloro-2-butynyl]piperazine (1.2 g) and (3S)-3-ethoxycarbonylmorpholine hydrochloride (0.43 g), potassium carbonate (1.09 g) and a trace of potassium iodide in N,N-dimethylformamide (50 ml) was stirred at 55° C. for 12 hours. After cooling, the solvent was removed by evaporation, and ethyl acetate and water were added thereto. The organic layer was separated, dried over magnesium sulfate, and evaporated in vacuo. T... The reactants are [BH3-]C#N, Cn1ccnc1C=O, CC(=O)O, CO, [Na+], CCCn1c(CCCCN2CCCCC2)nc2ccc(CNCc3ncc[nH]3)cc21. Product: CCCn1c(CCCCN2CCCCC2)nc2ccc(CN(Cc3ncc[nH]3)Cc3nccn3C)cc21. As a reaction SMILES: [C:39]([BH3-:40])#[N:41].[CH3:31][n:32]1[c:33]([CH:37]=[O:38])[n:34][cH:35][cH:36]1.[CH3:43][C:44](=[O:45])[OH:46].[CH3:47][OH:48].[Na+:42].[nH:1]1[c:2]([CH2:6][NH:7][CH2:8][c:9]2[cH:10][c:11]3[c:12]([n:13][c:14]([CH2:19][CH2:20][CH2:21][CH2:22][N:23]4[CH2:24][CH2:25][CH2:26][CH2:27][CH2:28]4)[n:15]3[CH2:16][CH2:17][CH3:18])[cH:29][cH:30]2)[n:3][cH:4][cH:5]1>>[n:1]1[c:2]([CH2:6][N:7]([CH2:8][c:9]2[cH:10][c:11]3[c:12]([n:13][c:14]([CH2:19][CH2:20][CH2:21][CH2:22][N:23]4[CH2:24][CH2:25][CH2:26][CH2:27][CH2:28]4)[n:15]3[CH2:16][CH2:17][CH3:18])[cH:29][cH:30]2)[CH2:37][c:33]2[n:32]([CH3:31])[cH:36][cH:35][n:34]2)[nH:3][cH:4][cH:5]1.